Dataset: the Open Reaction Database (ORD), a public repository of structured organic reaction records. Task: describe an organic reaction: reactants, conditions, products, and yield The reactants are CCC1C(=O)CCC1=O, Cc1ccc(S(=O)(=O)N(C)N=O)cc1, C=[N+]=[N-], C1CCOC1. Yields the product CCC1=C(OC)CCC1=O. RXN SMILES: [CH2:1]([CH3:2])[CH:3]1[C:4](=[O:9])[CH2:5][CH2:6][C:7]1=[O:8].[CH3:13][N:14]([N:15]=[O:16])[S:17]([c:18]1[cH:19][cH:20][c:21]([CH3:22])[cH:23][cH:24]1)(=[O:25])=[O:26].[N+:10](=[N-:11])=[CH2:12].[O:27]1[CH2:28][CH2:29][CH2:30][CH2:31]1>>[CH2:1]([CH3:2])[C:3]1=[C:7]([O:8][CH3:12])[CH2:6][CH2:5][C:4]1=[O:9]. Reactants: COC(=O)C1=NN(N=C1C1=CC=C(C=C1)F)C (5-(4-Fluoro-phenyl)-2-methyl-2H-[1,2,3]triazole-4-carboxylic acid methyl ester), [OH-].[Na+] (sodium hydroxide), Cl (HCl), ice. Solvent: O (water), O (water). Run at temperature 120 celsius. The product is FC1=CC=C(C=C1)C=1C(=NN(N1)C)C(=O)O (5-(4-Fluoro-phenyl)-2-methyl-2H-[1,2,3]triazole-4-carboxylic acid). Isolated yield 91.0%. RXN SMILES: C[O:2][C:3]([C:5]1[C:9]([C:10]2[CH:15]=[CH:14][C:13]([F:16])=[CH:12][CH:11]=2)=[N:8][N:7]([CH3:17])[N:6]=1)=[O:4].[OH-].[Na+].Cl>O>[F:16][C:13]1[CH:14]=[CH:15][C:10]([C:9]2[C:5]([C:3]([OH:4])=[O:2])=[N:6][N:7]([CH3:17])[N:8]=2)=[CH:11][CH:12]=1 |f:1.2|. Procedure details: 5-(4-Fluoro-phenyl)-2-methyl-2H-[1,2,3]triazole-4-carboxylic acid methyl ester D24 (940 mg, 4 mmol) in water (65 ml) was treated with 2N sodium hydroxide (4 ml) and the mixture was heated at 120° C. for 2 h. The volume of water was reduced to 20 ml in vacuo and the ice-cooled residue was treated with 2N HCl (4 ml). Filtration, washing with water and drying in vacuo afforded the title compound as a white solid (810 mg, 91%). The reactants are Cl (HCl), BrC=1C=NC2=CC(=CN=C2C1)C=COCC (3-Bromo-7-(2-ethoxy-vinyl)-[1,5]naphthyridine), [OH-].[Na+] (NaOH). Run in C(Cl)Cl (CH2Cl2), C1CCOC1 (THF). Product: BrC1=CN=C2C=C(C=NC2=C1)CC=O ((7-Bromo-[1,5]naphthyridin-3-yl)-acetaldehyde). Yield: 95.0%. As a reaction SMILES: [Br:1][C:2]1[CH:3]=[N:4][C:5]2[C:10]([CH:11]=1)=[N:9][CH:8]=[C:7]([CH:12]=[CH:13][O:14]CC)[CH:6]=2.Cl.[OH-].[Na+]>C1COCC1.C(Cl)Cl>[Br:1][C:2]1[CH:11]=[C:10]2[C:5]([CH:6]=[C:7]([CH2:12][CH:13]=[O:14])[CH:8]=[N:9]2)=[N:4][CH:3]=1 |f:2.3|. Reported procedure: To a mixture of the product from Example 153C (0.25 g, 0.89 mmol) in 15 mL of THF was added 1.5 mL of HCl (6N). The mixture was heated to reflux for 5 hr, cooled and the pH adjusted to 8.0 with NaOH. The mixture was diluted with 75 mL of CH2Cl2 and washed successively with a saturated solution of sodium bicarbonate, brine and water. The organic layer was dried over sodium sulfate, filtered and evaporated under reduced pressure to give the desired product in 95% yield. 1H NMR (CDCl3, 300 MHz) δ 3... Starting materials: [N+](=O)([O-])C1=C2C(OC(C2=CC=C1)=O)=O (4-Nitro-isobenzofuran-1,3-dione), CO (MeOH). The product is COC(C=1C(C(=O)O)=CC=CC1[N+](=O)[O-])=O (3-nitro-phthalic acid 2-methyl ester). As a reaction SMILES: [N+:1]([C:4]1[CH:12]=[CH:11][CH:10]=[C:9]2[C:5]=1[C:6](=[O:14])[O:7][C:8]2=[O:13])([O-:3])=[O:2].[CH3:15][OH:16]>>[CH3:15][O:16][C:6](=[O:14])[C:5]1[C:9](=[CH:10][CH:11]=[CH:12][C:4]=1[N+:1]([O-:3])=[O:2])[C:8]([OH:13])=[O:7]. Reported procedure: 4-Nitro-isobenzofuran-1,3-dione (10.0 g, 51.8 mmol) in 50 mL of anhydrous MeOH was heated to reflux under N2 overnight. The mixture was cooled to RT, poured into ice-cold water, and the precipitates were collected by filtration, then dried to give the titled compound as a white solid.